This data is from the Open Reaction Database (ORD), a public repository of structured organic reaction records. The task is: describe an organic reaction: reactants, conditions, products, and yield Reactants: CO, ClCCl, [H][H], N#Cc1ccc2c(c1)C(Cc1ccccc1)C(N1CCC1)CC2. Product: NCc1ccc2c(c1)C(Cc1ccccc1)C(N1CCC1)CC2. RXN SMILES: [CH3:29][OH:30].[Cl:26][CH2:27][Cl:28].[H:24][H:25].[N:1]1([CH:5]2[CH2:6][CH2:7][c:8]3[cH:9][cH:10][c:11]([C:22]#[N:23])[cH:12][c:13]3[CH:14]2[CH2:15][c:16]2[cH:17][cH:18][cH:19][cH:20][cH:21]2)[CH2:2][CH2:3][CH2:4]1>>[N:1]1([CH:5]2[CH2:6][CH2:7][c:8]3[cH:9][cH:10][c:11]([CH2:22][NH2:23])[cH:12][c:13]3[CH:14]2[CH2:15][c:16]2[cH:17][cH:18][cH:19][cH:20][cH:21]2)[CH2:2][CH2:3][CH2:4]1. The reactants are CC(C)([O-])C.[K+] (potassium t-butoxide), C(C)(=O)C1=NC=CC=C1 (2-acetylpyridine), FC1=C(C=CC(=C1)F)N1N=CC=C1 (2-(2′,4′-difluorophenyl)pyrazole), K3IrBr6, C(C)OCCO (2-ethoxyethanol), OS(=O)(=O)O (H2SO4), FC(C(=O)OCC)(F)F (ethyl trifluoroacetate). Run in C1CCOC1 (THF), O (water). Conditions: time 24 hour. Product: O=C(CC(=O)C1=NC=CC=C1)C(F)(F)F (2-(3-oxo-4,4,4-trifluorobutanoyl)pyridine). Isolated yield 79.6%. Reaction SMILES: FC1C=C(F)C=CC=1N1C=CC=N1.C(OCCO)C.CC(C)([O-])C.[K+].[C:26]([C:29]1[CH:34]=[CH:33][CH:32]=[CH:31][N:30]=1)(=[O:28])[CH3:27].[F:35][C:36]([F:43])([F:42])[C:37](OCC)=[O:38].OS(O)(=O)=O>C1COCC1.O>[O:38]=[C:37]([C:36]([F:43])([F:42])[F:35])[CH2:27][C:26]([C:29]1[CH:34]=[CH:33][CH:32]=[CH:31][N:30]=1)=[O:28] |f:2.3|. Reported procedure: 2-(2′,4′-difluorophenyl)pyrazole (3.6 g, 20 mmol) and K3IrBr6 (6.3 g, 8 mmol) were added to a flask containing 90 ml 2-ethoxyethanol and 30 ml water. The reaction mixture was heated to reflux and stirred under a nitrogen atmosphere for 24 h. After cooling, the pale yellow precipitate was vacuum filtered and washed first with ethanol followed by heptanes. The product [2-(4′,6′-diflouorophenyl)pyrazole]2Ir2(μ-Br)2[2-(4′,6′-diflouorophenyl)pyrazole]2 was dried in vacuum oven (4.2 g, 81%). Step 2 To... The reactants are OCc1cncc(Br)c1, O=C([O-])O, ClCCl, CC(C)(C)[Si](C)(C)OS(=O)(=O)C(F)(F)F, [Na+], Cc1cccc(C)n1. Yields the product CC(C)(C)[Si](C)(C)OCc1cncc(Br)c1. RXN SMILES: [Br:24][c:25]1[cH:26][c:27]([CH2:31][OH:32])[cH:28][n:29][cH:30]1.[C:33](=[O:34])([O-:35])[OH:36].[Cl:38][CH2:39][Cl:40].[F:1][C:2]([F:3])([F:4])[S:5]([O:6][Si:7]([CH3:8])([CH3:9])[C:10]([CH3:11])([CH3:12])[CH3:13])(=[O:14])=[O:15].[Na+:37].[n:16]1[c:17]([CH3:18])[cH:19][cH:20][cH:21][c:22]1[CH3:23]>>[O:6]([Si:7]([CH3:8])([CH3:9])[C:10]([CH3:11])([CH3:12])[CH3:13])[CH2:31][c:27]1[cH:26][c:25]([Br:24])[cH:30][n:29][cH:28]1. Reactants: NC1=C2C(C(=CN(C2=C(C(=C1F)N1C[C@H]([C@H](C1)C)NC(C(F)(F)F)=O)C)C1CC1)C(=O)O)=O (5-amino-1-cyclopropyl-6-fluoro-1,4-dihydro-8-methyl-7-(cis-4-methyl-3-trifluoroacetylamino-1-pyrrolidinyl)-4-oxoquinoline-3-carboxylic acid), [OH-].[K+] (potassium hydroxide), Cl (hydrochloric acid). The solvent is O (water). Run at time 1 hour. Yields the product NC1=C2C(C(=CN(C2=C(C(=C1F)N1C[C@H]([C@H](C1)C)N)C)C1CC1)C(=O)O)=O (5-Amino-7-(cis-3-amino-4-methyl-1-pyrrolidinyl)-1-cyclopropyl-6-fluoro-1,4-dihydro-8-methyl-4-oxoquinoline-3-carboxylic acid). The yield is 103.7%. As a reaction SMILES: [NH2:1][C:2]1[C:11]([F:12])=[C:10]([N:13]2[CH2:17][C@H:16]([CH3:18])[C@H:15]([NH:19]C(=O)C(F)(F)F)[CH2:14]2)[C:9]([CH3:26])=[C:8]2[C:3]=1[C:4](=[O:33])[C:5]([C:30]([OH:32])=[O:31])=[CH:6][N:7]2[CH:27]1[CH2:29][CH2:28]1.[OH-].[K+].Cl>O>[NH2:1][C:2]1[C:11]([F:12])=[C:10]([N:13]2[CH2:17][C@H:16]([CH3:18])[C@H:15]([NH2:19])[CH2:14]2)[C:9]([CH3:26])=[C:8]2[C:3]=1[C:4](=[O:33])[C:5]([C:30]([OH:32])=[O:31])=[CH:6][N:7]2[CH:27]1[CH2:28][CH2:29]1 |f:1.2|. Reported procedure: A mixture of 2.00 g of 5-amino-1-cyclopropyl-6-fluoro-1,4-dihydro-8-methyl-7-(cis-4-methyl-3-trifluoroacetylamino-1-pyrrolidinyl)-4-oxoquinoline-3-carboxylic acid, 1.40 g of potassium hydroxide and 14 ml of water was stirred at room temperature for 1 hour, and then neutralized with 10% aqueous hydrochloric acid to pH 8. The deposited crystals were collected by filtration and washed with water, isopropanol and diethyl ether to give 1.65 g of the desired compound as yellow crystals. The crystals w... Reactants: ClCc1cscn1, Cc1cc(Nc2ncnc3cccc(OC(C)CNC(=O)CO)c23)ccc1O. Product: Cc1cc(Nc2ncnc3cccc(OC(C)CNC(=O)CO)c23)ccc1OCc1cscn1. As a reaction SMILES: [Cl:1][CH2:2][c:3]1[n:4][cH:5][s:6][cH:7]1.[OH:8][CH2:9][C:10](=[O:11])[NH:12][CH2:13][CH:14]([CH3:15])[O:16][c:17]1[c:18]2[c:19]([NH:27][c:28]3[cH:29][c:30]([CH3:35])[c:31]([OH:34])[cH:32][cH:33]3)[n:20][cH:21][n:22][c:23]2[cH:24][cH:25][cH:26]1>>[CH2:2]([c:3]1[n:4][cH:5][s:6][cH:7]1)[O:34][c:31]1[c:30]([CH3:35])[cH:29][c:28]([NH:27][c:19]2[c:18]3[c:17]([O:16][CH:14]([CH2:13][NH:12][C:10]([CH2:9][OH:8])=[O:11])[CH3:15])[cH:26][cH:25][cH:24][c:23]3[n:22][cH:21][n:20]2)[cH:33][cH:32]1. Yields the product ClC=1C(=C(C(=O)O)C=C(C1F)F)F (3-chloro-2,4,5-trifluorobenzoic acid). As a reaction SMILES: N[C:2]1[C:3]([F:13])=[C:4]([CH:8]=[C:9]([F:12])[C:10]=1[F:11])[C:5]([OH:7])=[O:6].[ClH:14].N([O-])=O.[Na+]>O>[Cl:14][C:2]1[C:3]([F:13])=[C:4]([CH:8]=[C:9]([F:12])[C:10]=1[F:11])[C:5]([OH:7])=[O:6] |f:2.3|. Starting materials: NC=1C(=C(C(=O)O)C=C(C1F)F)F (3-Amino-2,4,5-trifluorobenzoic acid), cupric chloride, aqueous solution, Cl (hydrochloric acid), N(=O)[O-].[Na+] (sodium nitrite). Procedure details: 3-Amino-2,4,5-trifluorobenzoic acid (Example 2), 0.52 g, and 3 g of cupric chloride are added to 10 ml of a 3% aqueous solution of hydrochloric acid and the mixture is stirred with ice bath cooling. A solution of 0.32 g of sodium nitrite in 4 ml of water is added to the reaction mixture in portions over a one-hour period while maintaining the reaction at 0°-5° C. The ice bath is then removed and the mixture is stirred for two hours at room temperature. Toluene, 20 ml, and 15 ml of water are adde... Isolated yield 83.0%. Run in O (water).